This data is from the Open Reaction Database (ORD), a public repository of structured organic reaction records. The task is: describe an organic reaction: reactants, conditions, products, and yield Starting materials: COC(=O)[C@H]1N(C[C@@H](C1)S(=O)(=O)C1=C(C=CC=C1)Cl)C1=CC(=NN1CCN1CCOCC1)C ((2S,4R)-4-(2-Chlorophenylsulfonyl)-1-(3-methyl-1-(2-morpholinoethyl)-1H-pyrazol-5-yl)pyrrolidine-2-carboxylic acid methyl ester), ClC1=C(C=CC=C1)S(=O)(=O)[C@@H]1C[C@H](N(C1)C(CC(C)=O)=S)C(=O)OC ((2S,4R)-methyl 4-(2-chlorophenylsulfonyl)-1-(3-oxobutanethioyl)pyrrolidine-2-carboxylate), N(N)CCN1CCOCC1 (4-(2-hydrazinoethyl)morpholine). Yields the product ClC1=C(C=CC=C1)S(=O)(=O)[C@@H]1C[C@H](N(C1)C1=CC(=NN1CC[NH+]1CCOCC1)C)C(NC1(CC1)C#N)=O.C(=O)[O-] (Formate 4-(2-{5-[(2S,4R)-4-(2-chloro-benzenesulfonyl)-2-(1-cyano-cyclopropylcarbamoyl)-pyrrolidin-1-yl]-3-methyl-pyrazol-1-yl}-ethyl)-morpholin-4-ium). As a reaction SMILES: CO[C:3]([C@@H:5]1[CH2:9][C@@H:8]([S:10]([C:13]2[CH:18]=[CH:17][CH:16]=[CH:15][C:14]=2[Cl:19])(=[O:12])=[O:11])[CH2:7][N:6]1[C:20]1[N:24]([CH2:25][CH2:26][N:27]2[CH2:32][CH2:31][O:30][CH2:29][CH2:28]2)[N:23]=[C:22]([CH3:33])[CH:21]=1)=[O:4].ClC1C=CC=CC=1S([C@H]1C[N:47]([C:49](=S)[CH2:50][C:51](=O)[CH3:52])[C@H]([C:55]([O:57]C)=[O:56])C1)(=O)=O.[NH:59](CCN1CCOCC1)N>>[Cl:19][C:14]1[CH:15]=[CH:16][CH:17]=[CH:18][C:13]=1[S:10]([C@H:8]1[CH2:7][N:6]([C:20]2[N:24]([CH2:25][CH2:26][NH+:27]3[CH2:28][CH2:29][O:30][CH2:31][CH2:32]3)[N:23]=[C:22]([CH3:33])[CH:21]=2)[C@H:5]([C:3](=[O:4])[NH:59][C:50]2([C:49]#[N:47])[CH2:52][CH2:51]2)[CH2:9]1)(=[O:12])=[O:11].[CH:55]([O-:57])=[O:56] |f:3.4|. Reported procedure: (2S,4R)-4-(2-Chlorophenylsulfonyl)-1-(3-methyl-1-(2-morpholinoethyl)-1H-pyrazol-5-yl)pyrrolidine-2-carboxylic acid methyl ester. In analogy to the procedure described in example 192 h, (2S,4R)-methyl 4-(2-chlorophenylsulfonyl)-1-(3-oxobutanethioyl)pyrrolidine-2-carboxylate (example 253c) was reacted with 4-(2-hydrazinoethyl)morpholine (CAS Reg. No. 2154-24-7) to give the title compound as yellow oil. MS (ESI): m/z=497.3 [M+H]+. Reaction SMILES: [CH3:33][CH2:34][OH:35].[F:1][c:2]1[cH:3][c:4]2[c:5]([CH2:11][CH2:12][CH2:13][N:14]([CH2:15][c:16]3[cH:17][cH:18][cH:19][cH:20][cH:21]3)[CH2:22][CH2:23][O:24][c:25]3[c:26]([O:31][CH3:32])[cH:27][cH:28][cH:29][cH:30]3)[cH:6][nH:7][c:8]2[cH:9][cH:10]1>>[F:1][c:2]1[cH:3][c:4]2[c:5]([CH2:11][CH2:12][CH2:13][NH:14][CH2:22][CH2:23][O:24][c:25]3[c:26]([O:31][CH3:32])[cH:27][cH:28][cH:29][cH:30]3)[cH:6][nH:7][c:8]2[cH:9][cH:10]1. Starting materials: CCO, COc1ccccc1OCCN(CCCc1c[nH]c2ccc(F)cc12)Cc1ccccc1. The product is COc1ccccc1OCCNCCCc1c[nH]c2ccc(F)cc12. Starting materials: ClC=1C(=C2C3=C(COCC3=CC=C2)C1)C(C)=N (1-(5-Chloro-1H,3H-benzo[de]isochromen-6-yl)-ethylidene-amine), Cl (hydrochloric acid), O1CCCC1 (tetrahydrofuran). Conditions: temperature 80 celsius. Product: ClC=1C(=C2C3=C(COCC3=CC=C2)C1)C(C)=O (1-(5-chloro-1H,3H-benzo[de]isochromen-6-yl)-ethanone). RXN SMILES: [Cl:1][C:2]1[C:3]([C:15](=N)[CH3:16])=[C:4]2[CH:13]=[CH:12][CH:11]=[C:10]3[C:5]2=[C:6]([CH:14]=1)[CH2:7][O:8][CH2:9]3.Cl.[O:19]1CCCC1>>[Cl:1][C:2]1[C:3]([C:15](=[O:19])[CH3:16])=[C:4]2[CH:13]=[CH:12][CH:11]=[C:10]3[C:5]2=[C:6]([CH:14]=1)[CH2:7][O:8][CH2:9]3. Procedure details: 1-(5-Chloro-1H,3H-benzo[de]isochromen-6-yl)-ethylidene-amine (22 g) obtained in Step 1 described above was dissolved in tetrahydrofuran (200 mL), 5 N aqueous hydrochloric acid solution (200 mL) was added, and this was stirred while heating at 80° C. for 48 hours. After cooling the mixture to room temperature, the solvent was removed by using a rotary evaporator. The obtained residue was dissolved in ethyl acetate (400 mL), then washed with water (300 mL) and saturated sodium hydrogen carbonate s... Reactants: C(CCCC)[C@@H]1CC[C@H](CC1)C(=O)OC1=CC2=CC=C(C=C2C=C1)C#N (6-cyano-2-naphthyl trans-4-n-pentylcyclohexane-1-carboxylate), C(CCCC)[C@@H]1CC[C@H](CC1)C(=O)O (trans-4-n-pentylcyclohexane-1-carboxylic acid), S(=O)(Cl)Cl (thionyl chloride). Yields the product C(CCCC)[C@@H]1CC[C@H](CC1)C(=O)Cl (trans-4-n-Pentylcyclohexane-1-carboxylic acid chloride), acid chloride. RXN SMILES: [CH2:1]([C@H:6]1[CH2:11][CH2:10][C@H:9]([C:12]([O:14]C2C=CC3C(=CC=C(C#N)C=3)C=2)=O)[CH2:8][CH2:7]1)[CH2:2][CH2:3][CH2:4][CH3:5].C([C@H]1CC[C@H](C(O)=O)CC1)CCCC.S(Cl)([Cl:43])=O>>[CH2:1]([C@H:6]1[CH2:11][CH2:10][C@H:9]([C:12]([Cl:43])=[O:14])[CH2:8][CH2:7]1)[CH2:2][CH2:3][CH2:4][CH3:5]. Procedure: Preparation of 6-cyano-2-naphthyl trans-4-n-pentylcyclohexane-1-carboxylate by the following route: ##STR17## trans-4-n-Pentylcyclohexane-1-carboxylic acid chloride is prepared (step A9) by the standard procedure of heating a solution of trans-4-n-pentylcyclohexane-1-carboxylic acid (0.01 mole) in an excess of thionyl chloride for 2 hours. Removal of the excess of thionyl chloride gives a residue of the acid chloride which is mixed with dry pyridine (40 ml) and cooled to 0°-5° C. 6-Cyano-2-napht... Reactants: O=C(n1ccnc1)n1ccnc1, Cc1cncc(C(=O)O)c1, CN(C)C=O, CN1CCN(c2cccc3c2CC(N)CO3)CC1. Yields the product Cc1cncc(C(=O)NC2COc3cccc(N4CCN(C)CC4)c3C2)c1. Reaction SMILES: [C:11]([n:12]1[cH:13][cH:14][n:15][cH:16]1)([n:17]1[cH:18][cH:19][n:20][cH:21]1)=[O:22].[CH3:1][c:2]1[cH:3][n:4][cH:5][c:6]([C:7](=[O:8])[OH:9])[cH:10]1.[CH3:41][N:42]([CH3:43])[CH:44]=[O:45].[NH2:23][CH:24]1[CH2:25][O:26][c:27]2[c:28]([c:30]([N:34]3[CH2:35][CH2:36][N:37]([CH3:40])[CH2:38][CH2:39]3)[cH:31][cH:32][cH:33]2)[CH2:29]1>>[CH3:1][c:2]1[cH:3][n:4][cH:5][c:6]([C:7](=[O:9])[NH:23][CH:24]2[CH2:25][O:26][c:27]3[c:28]([c:30]([N:34]4[CH2:35][CH2:36][N:37]([CH3:40])[CH2:38][CH2:39]4)[cH:31][cH:32][cH:33]3)[CH2:29]2)[cH:10]1. RXN SMILES: [CH2:1]([O:3][C:4](=[O:7])[CH:5]=[CH2:6])[CH3:2].[CH3:8][O:9][C:10](=[O:14])[C:11]([CH3:13])=[CH2:12].[C:15]([O-:20])(=[O:19])[C:16]([CH3:18])=[CH2:17]>>[CH2:1]([O:3][C:4](=[O:7])[CH:5]=[CH2:6])[CH3:2].[C:10]([O:9][CH3:8])(=[O:14])[C:11]([CH3:13])=[CH2:12].[C:15]([OH:20])(=[O:19])[C:16]([CH3:18])=[CH2:17] |f:3.4.5|. Reactants: C(C)OC(C=C)=O (ethylacrylate), COC(C(=C)C)=O (methylmethacrylate), C(C(=C)C)(=O)[O-] (methacrylate). Yields the product C(C)OC(C=C)=O.C(C(=C)C)(=O)OC.C(C(=C)C)(=O)O (ethylacrylate methyl methacrylate methacrylic acid). Reported procedure: The procedure of Example 1 was repeated, a mixture of monomers containing 250 g of ethylacrylate, 225 g of methylmethacrylate, 25 g of methacrylate acid was employed.